From a dataset of the Open Reaction Database (ORD), a public repository of structured organic reaction records. describe an organic reaction: reactants, conditions, products, and yield The reactants are Cl[Pt-2](Cl)(Cl)Cl.[K+].[K+] (potassium tetrachloroplatinate), C(=C)C1=CC(=NC(=C1)C)C1=NC=CC=C1 (4-vinyl-6-methyl-2,2'-bipyridine), Cl (hydrochloric acid). Solvent: O (water). Reaction conditions: time 30 minute. Product: ClC=1C(=C(C(=NC1C)C1=NC=CC=C1)Cl)C=C.[Pt] (Dichloro-(4-vinyl-6-methyl-2,2'-bipyridine) platinum). Reaction SMILES: [Cl:1][Pt-2:2](Cl)(Cl)Cl.[K+].[K+].[CH:8]([C:10]1[CH:15]=[C:14]([CH3:16])[N:13]=[C:12]([C:17]2[CH:22]=[CH:21][CH:20]=[CH:19][N:18]=2)[CH:11]=1)=[CH2:9].[ClH:23]>O>[Cl:23][C:15]1[C:10]([CH:8]=[CH2:9])=[C:11]([Cl:1])[C:12]([C:17]2[CH:22]=[CH:21][CH:20]=[CH:19][N:18]=2)=[N:13][C:14]=1[CH3:16].[Pt:2] |f:0.1.2,6.7|. Procedure details: A mixture of 0.830 g (2×10-3 mol) of potassium tetrachloroplatinate in 100 ml of water, 0.432 g (2.2×10-3 mol) of 4-vinyl-6-methyl-2,2'-bipyridine and 4 ml of 2 N hydrochloric acid is boiled for 30 minutes. After cooling, the yellow crystals which have precipitated are filtered off with suction. After concentration of the filtrate, further product is obtained. The product is recrystallised from N,N-dimethylacetamide/water. Reactants: C(C)(C)[N-]C(C)C.[Li+] (lithium diisopropylamide), C(C)OC(C(C)OC1=CC=CC=C1)=O (2-Phenoxypropionic acid ethyl ester), C(C1=CC=CC=C1)OC1=CC=C(C=O)C=C1 (4-benzyloxybenzaldehyde). Run in O1CCCC1 (tetrahydrofuran). Run at temperature -78 celsius, time 30 minute. Yields the product C(C)OC(C(C(O)C1=CC=C(C=C1)OCC1=CC=CC=C1)(C)OC1=CC=CC=C1)=O (2-Phenoxy-3-(4-benzyloxyphenyl)-3-hydroxy-2-methyl-propionic acid ethyl ester). Isolated yield 46.6%. Reaction SMILES: C([N-]C(C)C)(C)C.[Li+].[CH2:9]([O:11][C:12](=[O:22])[CH:13]([O:15][C:16]1[CH:21]=[CH:20][CH:19]=[CH:18][CH:17]=1)[CH3:14])[CH3:10].[CH2:23]([O:30][C:31]1[CH:38]=[CH:37][C:34]([CH:35]=[O:36])=[CH:33][CH:32]=1)[C:24]1[CH:29]=[CH:28][CH:27]=[CH:26][CH:25]=1>O1CCCC1>[CH2:9]([O:11][C:12](=[O:22])[C:13]([O:15][C:16]1[CH:21]=[CH:20][CH:19]=[CH:18][CH:17]=1)([CH3:14])[CH:35]([C:34]1[CH:33]=[CH:32][C:31]([O:30][CH2:23][C:24]2[CH:25]=[CH:26][CH:27]=[CH:28][CH:29]=2)=[CH:38][CH:37]=1)[OH:36])[CH3:10] |f:0.1|. Procedure details: A solution of lithium diisopropylamide (LDA) (26 mL, 52 mmol, 2 M in tetrahydrofuran) was cooled to −78° C. and then added to a solution of 2-Phenoxypropionic acid ethyl ester (10 g, 51 mmol) in anhydrous tetrahydrofuran (THF) (80 mL) also cooled to −78° C. under an atmosphere of nitrogen. After 30 min, 4-benzyloxybenzaldehyde (10 g, 47 mmol) was added in one portion. After stirring over night, the reaction mixture was quenched with saturated solution of aqueous NH4Cl (10 mL) and the mixture all...